From a dataset of the Open Reaction Database (ORD), a public repository of structured organic reaction records. describe an organic reaction: reactants, conditions, products, and yield The reactants are CN(C(NN)=S)C (4,4-dimethyl-3-thiosemicarbazide), ClC(C(=O)OCC)=O (ethyl chloro-oxo-acetate), S(O)(O)(=O)=O (Sulfuric acid). Reaction conditions: temperature 0 celsius, time 3 hour. Product: CN(C1=NN=C(S1)C(=O)OCC)C (ethyl 5-(dimethylamino)-1,3,4-thiadiazole-2-carboxylate). Isolated yield 56.0%. RXN SMILES: [CH3:1][N:2]([CH3:7])[C:3](=[S:6])[NH:4][NH2:5].Cl[C:9](=O)[C:10]([O:12][CH2:13][CH3:14])=[O:11].S(=O)(=O)(O)O>>[CH3:1][N:2]([CH3:7])[C:3]1[S:6][C:9]([C:10]([O:12][CH2:13][CH3:14])=[O:11])=[N:5][N:4]=1. Reported procedure: A solution of 4,4-dimethyl-3-thiosemicarbazide (2.0 g, 16.8 mmol) and ethyl chloro-oxo-acetate (2.3 g, 16.8 mmol) were mixed under an inert atmosphere and cooled to 0° C. in an ice bath. Sulfuric acid (2 mL) was added slowly. After the effervescence ceased, the ice bath was removed and the reaction was allowed to warm to room temperature and stirred for 3 hours. To the white heterogeneous mixture, ethyl acetate (100 mL) was added and the organic layer was washed twice with 2% sodium bicarbonate ... The reactants are S1C(=CC=C1)C1=C2NC=NC2=NC(=N1)N (6-(thien-2-yl)-2-amino purine), C([O-])([O-])=O.[K+].[K+] (potassium carbonate), BrCCCCCCC#C (8-Bromo-1-octyne). The solvent is CN(C=O)C (dimethylformamide). Conditions: time 15 hour. The product is S1C(=CC=C1)C1=C2N=CN(C2=NC(=N1)N)CCCCCCC#C (6-(thien-2-yl)-9-(7-octynyl)-2-amino purine). Yield: 89.1%. As a reaction SMILES: Br[CH2:2][CH2:3][CH2:4][CH2:5][CH2:6][CH2:7][C:8]#[CH:9].[S:10]1[CH:14]=[CH:13][CH:12]=[C:11]1[C:15]1[N:23]=[C:22]([NH2:24])[N:21]=[C:20]2[C:16]=1[NH:17][CH:18]=[N:19]2.C(=O)([O-])[O-].[K+].[K+]>CN(C)C=O>[S:10]1[CH:14]=[CH:13][CH:12]=[C:11]1[C:15]1[N:23]=[C:22]([NH2:24])[N:21]=[C:20]2[C:16]=1[N:17]=[CH:18][N:19]2[CH2:2][CH2:3][CH2:4][CH2:5][CH2:6][CH2:7][C:8]#[CH:9] |f:2.3.4|. Reported procedure: 8-Bromo-1-octyne (2.0 g, 10.6 mmol) prepared in step 1) was added to a dehydrated dimethylformamide (25 mL) solution containing 6-(thien-2-yl)-2-amino purine (1.2 g, 5.5 mmol) and potassium carbonate (2.3 g, 16.5 mmol), followed by stirring at room temperature for 15 hours. The reaction solution was concentrated and was separated between ethyl acetate and water. The organic layer was washed with saturated brine, was dried over anhydrous sodium sulfate, and was purified by medium-pressure prepara... Reactants: C(C(C)C)(=O)OCC (ethyl isobutyrate), BrCCCCBr (1,4-dibromobutane). The product is BrCCCCC(C(=O)OCC)(C)C (ethyl 6-bromo-2,2-dimethylhexanoate). As a reaction SMILES: [C:1]([O:6][CH2:7][CH3:8])(=[O:5])[CH:2]([CH3:4])[CH3:3].[Br:9][CH2:10][CH2:11][CH2:12][CH2:13]Br>>[Br:9][CH2:10][CH2:11][CH2:12][CH2:13][C:2]([CH3:4])([CH3:3])[C:1]([O:6][CH2:7][CH3:8])=[O:5]. Procedure: Using ethyl isobutyrate and 1,4-dibromobutane, the same reaction as in Reference Example 16 was conducted to produce the title compound. b.p. 62°-64° C./0.4 mmHg Starting materials: COC1=CC=CC=2OC(C3=C(C21)C=CC(=C3)CS(=O)(=O)N)C3=CC(=CC=C3)C(=O)OCC ((1-methoxy-6-(3-carboethoxyphenyl)-6H-dibenzo(b,d)pyran-8-yl)methanesulfonamide), [Li+].[OH-] (LiOH), Cl (HCl), C(C)(=O)OCC (ethyl acetate). Solvent: C1CCOC1 (THF), C(C)O (ethanol). Reaction conditions: time 20 hour. Product: COC1=CC=CC=2OC(C3=C(C21)C=CC(=C3)CS(=O)(=O)N)C3=CC(=CC=C3)C(=O)O ((1-methoxy-6-(3-carboxyphenyl)-6H-dibenzo(b,d)pyran-8-yl)methanesulfonamide). Reaction SMILES: [CH3:1][O:2][C:3]1[C:12]2[C:11]3[CH:13]=[CH:14][C:15]([CH2:17][S:18]([NH2:21])(=[O:20])=[O:19])=[CH:16][C:10]=3[CH:9]([C:22]3[CH:27]=[CH:26][CH:25]=[C:24]([C:28]([O:30]CC)=[O:29])[CH:23]=3)[O:8][C:7]=2[CH:6]=[CH:5][CH:4]=1.[Li+].[OH-].Cl.C(OCC)(=O)C>C1COCC1.C(O)C>[CH3:1][O:2][C:3]1[C:12]2[C:11]3[CH:13]=[CH:14][C:15]([CH2:17][S:18]([NH2:21])(=[O:20])=[O:19])=[CH:16][C:10]=3[CH:9]([C:22]3[CH:27]=[CH:26][CH:25]=[C:24]([C:28]([OH:30])=[O:29])[CH:23]=3)[O:8][C:7]=2[CH:6]=[CH:5][CH:4]=1 |f:1.2|. Reported procedure: A solution of Example 51 (0.34 g, 0.76 mmol) in THF (5 mL) and ethanol (5 mL) was treated with a solution of 10% LiOH (5 mL), stirred at room temperature for 20 hours, and poured into a mixture of ice, 1M HCl (50 mL) and ethyl acetate (50 mL). The layers were separated, and the aqueous layer was extracted with ethyl acetate. The extract was dried (Na2SO4), filtered, and concentrated to provide the desired product.(0.26 g, 80%) as a white solid MS (ESI(−)Q1MS) m/z 424 (M−H)−. The reactants are CS(=O)(=O)Nc1cc(C(O)CN)ccc1O, O=C1CCN(c2ccc(C=C3NC(=O)NC3=O)cc2)CC1. Product: CS(=O)(=O)Nc1cc(C(O)CNC2CCN(c3ccc(C=C4NC(=O)NC4=O)cc3)CC2)ccc1O. RXN SMILES: [NH2:22][CH2:23][CH:24]([OH:25])[c:26]1[cH:27][cH:28][c:29]([OH:37])[c:30]([NH:32][S:33](=[O:34])(=[O:35])[CH3:36])[cH:31]1.[O:1]=[C:2]1[CH2:3][CH2:4][N:5]([c:8]2[cH:9][cH:10][c:11]([CH:12]=[C:13]3[C:14](=[O:19])[NH:15][C:16](=[O:18])[NH:17]3)[cH:20][cH:21]2)[CH2:6][CH2:7]1>>[CH:2]1([NH:22][CH2:23][CH:24]([OH:25])[c:26]2[cH:27][cH:28][c:29]([OH:37])[c:30]([NH:32][S:33](=[O:34])(=[O:35])[CH3:36])[cH:31]2)[CH2:3][CH2:4][N:5]([c:8]2[cH:9][cH:10][c:11]([CH:12]=[C:13]3[C:14](=[O:19])[NH:15][C:16](=[O:18])[NH:17]3)[cH:20][cH:21]2)[CH2:6][CH2:7]1. Reported procedure: A mixture of 7-hydroxy-4-isobutyl-2-phenyl-thiazolo[4,5-c]pyridine-6-carboxylic acid ethyl ester (35 mg, 0.10 mmole) and glycine (146 mg, 1.95 mmole) in 0.5 M sodium methoxide/methanol (3.7 ml) was refluxed for 4 days before it was cooled to room temperature and concentrated in vacuo. The residue was dissolved in water (12 ml) and extracted three times with methyl t-butyl ether. The remaining aqueous layer was acidified to pH=3 with 1N HCl (2.5 ml). The solid precipitate was filtered, washed wit... Yield: 77.8%. Run in C[O-].[Na+].CO (sodium methoxide methanol). The product is OC=1C2=C(C(=NC1C(=O)NCC(=O)O)CC(C)C)N=C(S2)C2=CC=CC=C2 ([(7-Hydroxy-4-isobutyl-2-phenyl-thiazolo[4,5-c]pyridine-6-carbonyl)-amino]-acetic acid). Starting materials: C(C)OC(=O)C1=C(C2=C(C(=N1)CC(C)C)N=C(S2)C2=CC=CC=C2)O (7-hydroxy-4-isobutyl-2-phenyl-thiazolo[4,5-c]pyridine-6-carboxylic acid ethyl ester), NCC(=O)O (glycine). RXN SMILES: C(O[C:4]([C:6]1[N:11]=[C:10]([CH2:12][CH:13]([CH3:15])[CH3:14])[C:9]2[N:16]=[C:17]([C:19]3[CH:24]=[CH:23][CH:22]=[CH:21][CH:20]=3)[S:18][C:8]=2[C:7]=1[OH:25])=[O:5])C.[NH2:26][CH2:27][C:28]([OH:30])=[O:29]>C[O-].[Na+].CO>[OH:25][C:7]1[C:8]2[S:18][C:17]([C:19]3[CH:24]=[CH:23][CH:22]=[CH:21][CH:20]=3)=[N:16][C:9]=2[C:10]([CH2:12][CH:13]([CH3:15])[CH3:14])=[N:11][C:6]=1[C:4]([NH:26][CH2:27][C:28]([OH:30])=[O:29])=[O:5] |f:2.3.4|. Reactants: ClCC1=C2C(=NC=C1)N(C(=C2)C2=CN(C=1C2=NC(=C(C1)OC)OC)C)S(=O)(=O)C1=CC=C(C=C1)C (3-[4-chloromethyl-1-(toluene-4-sulfonyl)-1H-pyrrolo[2,3-b]pyridin-2-yl]-5,6-dimethoxy-1-methyl-1H-pyrrolo[3,2-b]pyridine), NC1CN(C1)C(=O)OC(C)(C)C (3-amino-1N-Boc-azetidine). Product: COC1=C(C=C2C(=N1)C(=CN2C)C2=CC=1C(=NC=CC1CNC1CN(C1)C(=O)OC(C)(C)C)N2S(=O)(=O)C2=CC=C(C=C2)C)OC (tert-butyl 3-{[2-(5,6-dimethoxy-1-methyl-1H-pyrrolo[3,2-b]pyridin-3-yl)-1-(toluene-4-sulfonyl)-1H-pyrrolo[2,3-b]pyridin-4-ylmethyl]amino}azetidine-1-carboxylate). Isolated yield 53.5%. As a reaction SMILES: Cl[CH2:2][C:3]1[CH:8]=[CH:7][N:6]=[C:5]2[N:9]([S:26]([C:29]3[CH:34]=[CH:33][C:32]([CH3:35])=[CH:31][CH:30]=3)(=[O:28])=[O:27])[C:10]([C:12]3[C:16]4=[N:17][C:18]([O:23][CH3:24])=[C:19]([O:21][CH3:22])[CH:20]=[C:15]4[N:14]([CH3:25])[CH:13]=3)=[CH:11][C:4]=12.[NH2:36][CH:37]1[CH2:40][N:39]([C:41]([O:43][C:44]([CH3:47])([CH3:46])[CH3:45])=[O:42])[CH2:38]1>>[CH3:24][O:23][C:18]1[N:17]=[C:16]2[C:12]([C:10]3[N:9]([S:26]([C:29]4[CH:30]=[CH:31][C:32]([CH3:35])=[CH:33][CH:34]=4)(=[O:28])=[O:27])[C:5]4=[N:6][CH:7]=[CH:8][C:3]([CH2:2][NH:36][CH:37]5[CH2:38][N:39]([C:41]([O:43][C:44]([CH3:47])([CH3:46])[CH3:45])=[O:42])[CH2:40]5)=[C:4]4[CH:11]=3)=[CH:13][N:14]([CH3:25])[C:15]2=[CH:20][C:19]=1[O:21][CH3:22]. Reported procedure: The product is prepared by following the procedure described in example 52c, starting with 0.3 g of 3-[4-chloromethyl-1-(toluene-4-sulfonyl)-1H-pyrrolo[2,3-b]pyridin-2-yl]-5,6-dimethoxy-1-methyl-1H-pyrrolo[3,2-b]pyridine and 0.253 g of 3-amino-1N-Boc-azetidine instead of the N-Boc-ethylenediamine used in example 52c. 0.203 g of tert-butyl 3-{[2-(5,6-dimethoxy-1-methyl-1H-pyrrolo[3,2-b]pyridin-3-yl)-1-(toluene-4-sulfonyl)-1H-pyrrolo[2,3-b]pyridin-4-ylmethyl]amino}azetidine-1-carboxylate is obtain...